This data is from the Open Reaction Database (ORD), a public repository of structured organic reaction records. The task is: describe an organic reaction: reactants, conditions, products, and yield The reactants are [Al+3], CCS, COc1ccc2c(Cc3ccc(CN4CCCC4)cc3)c(-c3ccc(OCCN4CCCC4)cc3)sc2c1, [Cl-], [Cl-], [Cl-], CC(Cl)Cl. Yields the product Oc1ccc2c(Cc3ccc(CN4CCCC4)cc3)c(-c3ccc(OCCN4CCCC4)cc3)sc2c1. As a reaction SMILES: [Al+3:43].[CH2:39]([SH:40])[CH3:41].[CH3:1][O:2][c:3]1[cH:4][cH:5][c:6]2[c:7]([s:8][c:9](-[c:24]3[cH:25][cH:26][c:27]([O:30][CH2:31][CH2:32][N:33]4[CH2:34][CH2:35][CH2:36][CH2:37]4)[cH:28][cH:29]3)[c:10]2[CH2:11][c:12]2[cH:13][cH:14][c:15]([CH2:18][N:19]3[CH2:20][CH2:21][CH2:22][CH2:23]3)[cH:16][cH:17]2)[cH:38]1.[Cl-:42].[Cl-:44].[Cl-:45].[Cl:46][CH:47]([Cl:48])[CH3:49]>>[OH:2][c:3]1[cH:4][cH:5][c:6]2[c:7]([s:8][c:9](-[c:24]3[cH:25][cH:26][c:27]([O:30][CH2:31][CH2:32][N:33]4[CH2:34][CH2:35][CH2:36][CH2:37]4)[cH:28][cH:29]3)[c:10]2[CH2:11][c:12]2[cH:13][cH:14][c:15]([CH2:18][N:19]3[CH2:20][CH2:21][CH2:22][CH2:23]3)[cH:16][cH:17]2)[cH:38]1. The reactants are N(=NC(=O)OC(C)C)C(=O)OC(C)C (diisopropyl azodicarboxylate), C1(=CC=CC=C1)P(C1=CC=CC=C1)C1=CC=CC=C1 (triphenylphosphine), C(C1=CC=CC=C1)[C@H](C(=O)O)CO ((S)-2-benzyl-3-hydroxypropionic acid), C(C)(=S)O (thioacetic acid). Run in O1CCCC1 (tetrahydrofuran), O1CCCC1 (tetrahydrofuran). Run at temperature -10 celsius, time 30 minute. Yields the product C(C)(=O)SC[C@@H](C(=O)O)CC1=CC=CC=C1 ((R)-2-acetylthiomethyl-3-phenylpropanoic acid). RXN SMILES: N(C(OC(C)C)=O)=NC(OC(C)C)=O.C1(P(C2C=CC=CC=2)C2C=CC=CC=2)C=CC=CC=1.[CH2:34]([C@@H:41]([CH2:45]O)[C:42]([OH:44])=[O:43])[C:35]1[CH:40]=[CH:39][CH:38]=[CH:37][CH:36]=1.[C:47]([OH:50])(=[S:49])[CH3:48]>O1CCCC1>[C:47]([S:49][CH2:45][C@H:41]([CH2:34][C:35]1[CH:36]=[CH:37][CH:38]=[CH:39][CH:40]=1)[C:42]([OH:44])=[O:43])(=[O:50])[CH3:48]. Procedure: 2.44 g (12.05 mmol) of diisopropyl azodicarboxylate are added dropwise, at 0° C., to a solution of 3.16 g (12.05 mmol) of triphenylphosphine in 30 ml of tetrahydrofuran. Once the addition is complete, the mixture is stirred for 30 minutes at this temperature. The reaction medium is cooled to -10° C. and a solution of 1.45 g (8.05 mmol) of (S)-2-benzyl-3-hydroxypropionic acid (X S) and 0.92 g (12.05 mmol) of thioacetic acid in 10 ml of tetrahydrofuran is added dropwise. Once the addition is compl... Starting materials: C(C)(=O)N1C(C2C=3C(=CC=CC13)C(CC2)Br)C2=CC=CC=C2 (1-acetyl-5-bromo-2-phenyl-1,2,2a,3,4,5-hexahydrobenz[cd]indole), N1CCCC1 (pyrrolidine). The product is C(C)(=O)N1C(C2C=3C(=CC=CC13)C(CC2)N2CCCC2)C2=CC=CC=C2 (1-acetyl-2-phenyl-5-pyrrolidino-1,2,2a,3,4,5-hexahydrobenz[cd]indole). The yield is 76.0%. As a reaction SMILES: [C:1]([N:4]1[C:12]2[CH:11]=[CH:10][CH:9]=[C:8]3[CH:13](Br)[CH2:14][CH2:15][CH:6]([C:7]=23)[CH:5]1[C:17]1[CH:22]=[CH:21][CH:20]=[CH:19][CH:18]=1)(=[O:3])[CH3:2].[NH:23]1[CH2:27][CH2:26][CH2:25][CH2:24]1>>[C:1]([N:4]1[C:12]2[CH:11]=[CH:10][CH:9]=[C:8]3[CH:13]([N:23]4[CH2:27][CH2:26][CH2:25][CH2:24]4)[CH2:14][CH2:15][CH:6]([C:7]=23)[CH:5]1[C:17]1[CH:22]=[CH:21][CH:20]=[CH:19][CH:18]=1)(=[O:3])[CH3:2]. Procedure details: The compound (500 mg) obtained in Example 187 and pyrrolidine (0.24 ml) were subjected to amination according to the procedure of Example 134 to yield 370 mg (76%) of the titled compound as a white powder.